Dataset: the Open Reaction Database (ORD), a public repository of structured organic reaction records. Task: describe an organic reaction: reactants, conditions, products, and yield Starting materials: P(Cl)(Cl)(Cl)(Cl)Cl (Phosphorus pentachloride), ClC1=C(C=O)C=CC=C1 (2-chlorobenzaldehyde), ClCl (chlorine). Reaction conditions: temperature 160 celsius. The product is ClC1=C(C(=O)Cl)C=CC=C1 (2-chlorobenzoyl chloride). Reaction SMILES: P(Cl)(Cl)(Cl)(Cl)Cl.[Cl:7][C:8]1[CH:15]=[CH:14][CH:13]=[CH:12][C:9]=1[CH:10]=[O:11].[Cl:16]Cl>>[Cl:7][C:8]1[CH:15]=[CH:14][CH:13]=[CH:12][C:9]=1[C:10]([Cl:16])=[O:11]. Procedure details: Phosphorus pentachloride (41.5 g, 0.2 mole) was added to 2-chlorobenzaldehyde (289.7 g, 2.0 mole, 97%). After the ensuing exotherm had subsided, the resulting red solution was heated to 160° C. A stream of chlorine was introduced through a sparge tube into the solution for a period of six hours. (Gas chromatography indicated 96.5% conversion.) The solution was then cooled and distilled under reduced pressure giving 325.4 grams of 2-chlorobenzoyl chloride which boiled at 135° to 140° C. at 16 mil... Reactants: FC1=C(C(=C(C2=C1N=CO2)NS(=O)(=O)C2CC2)NC2=C(C=C(C=C2)I)F)F (Cyclopropanesulfonic acid [4,5-difluoro-6-(2-fluoro-4-iodo-phenylamino)-benzooxazol-7-yl]-amide), BrC1=CC(=C(C=C1)N1C(N(C2=C1C(=C(C=1N=C(OC12)C)F)F)S(=O)(=O)C1CC1)=O)F (6-(4-bromo-2-fluoro-phenyl)-8-cyclopropanesulfonyl-4,5-difluoro-2-methyl-6,8-dihydro-imidazo[4′,5′:3,4]benzo[1,2-d]oxazol-7-one), [Li+].[OH-] (LiOH). Run in O (water). Product: BrC1=CC(=C(C=C1)NC1=C(C2=C(N=C(O2)C)C(=C1F)F)NS(=O)(=O)C1CC1)F (Cyclopropanesulfonic acid [6-(4-bromo-2-fluoro-phenylamino)-4,5-difluoro-2-methyl-benzooxazol-7-yl]-amide), product. The yield is 31.6%. Reaction SMILES: [Br:1][C:2]1[CH:7]=[CH:6][C:5]([N:8]2[C:12]3[C:13]([F:22])=[C:14]([F:21])[C:15]4[N:16]=[C:17]([CH3:20])[O:18][C:19]=4[C:11]=3[N:10]([S:23]([CH:26]3[CH2:28][CH2:27]3)(=[O:25])=[O:24])C2=O)=[C:4]([F:30])[CH:3]=1.[Li+].[OH-].FC1C2N=COC=2C(NS(C2CC2)(=O)=O)=C(NC2C=CC(I)=CC=2F)C=1F>O>[Br:1][C:2]1[CH:7]=[CH:6][C:5]([NH:8][C:12]2[C:13]([F:22])=[C:14]([F:21])[C:15]3[N:16]=[C:17]([CH3:20])[O:18][C:19]=3[C:11]=2[NH:10][S:23]([CH:26]2[CH2:28][CH2:27]2)(=[O:24])=[O:25])=[C:4]([F:30])[CH:3]=1 |f:1.2|. Procedure details: Compound 1H was prepared from 6-(4-bromo-2-fluoro-phenyl)-8-cyclopropanesulfonyl-4,5-difluoro-2-methyl-6,8-dihydro-imidazo[4′,5′:3,4]benzo[1,2-d]oxazol-7-one (I-26a: 100 mg, 0.2 mmol) and LiOH (50 mg, 1.25 mmol) in water (2 mL) using procedures analogous to those described above for Compound 1A to afford 30 mg of the product (31.57% yield). H1NMR (CDCl3, 300 MHz): δ 7.30-7.24 (m, 1H), 7.11 (dt, 1H), 6.56 (s, 1H), 6.54-6.46 (m, 1H), 6.33 (s, 1H), 2.70 (s, 3H), 2.68-2.60 (m, 1H), 1.24-1.16 (m, 2H)... Reactants: CCN(C(C)C)C(C)C, O=CCCc1cc(-c2ccc(Cl)cc2)n(-c2ccccc2)n1, c1ccc(N2CCNCC2)cc1. Yields the product Clc1ccc(-c2cc(CCCN3CCN(c4ccccc4)CC3)nn2-c2ccccc2)cc1. As a reaction SMILES: [CH:35]([N:36]([CH2:37][CH3:38])[CH:39]([CH3:40])[CH3:41])([CH3:42])[CH3:43].[Cl:1][c:2]1[cH:3][cH:4][c:5](-[c:8]2[cH:9][c:10]([CH2:19][CH2:20][CH:21]=[O:22])[n:11][n:12]2-[c:13]2[cH:14][cH:15][cH:16][cH:17][cH:18]2)[cH:6][cH:7]1.[c:23]1([N:29]2[CH2:30][CH2:31][NH:32][CH2:33][CH2:34]2)[cH:24][cH:25][cH:26][cH:27][cH:28]1>>[Cl:1][c:2]1[cH:3][cH:4][c:5](-[c:8]2[cH:9][c:10]([CH2:19][CH2:20][CH2:21][N:32]3[CH2:31][CH2:30][N:29]([c:23]4[cH:24][cH:25][cH:26][cH:27][cH:28]4)[CH2:34][CH2:33]3)[n:11][n:12]2-[c:13]2[cH:14][cH:15][cH:16][cH:17][cH:18]2)[cH:6][cH:7]1. Reactants: O=C(N1C2CCC1CC(C1c3ccccc3Oc3cc(Br)ccc31)C2)C(F)(F)F, N#C[Cu]C#N, [I-], [K+], CN(C)C=O. The product is N#Cc1ccc2c(c1)Oc1ccccc1C2C1CC2CCC(C1)N2C(=O)C(F)(F)F. As a reaction SMILES: [Br:1][c:2]1[cH:3][cH:4][c:5]2[c:14]([cH:15]1)[O:13][c:12]1[c:7]([cH:8][cH:9][cH:10][cH:11]1)[CH:6]2[CH:16]1[CH2:17][CH:18]2[CH2:19][CH2:20][CH:21]([CH2:22]1)[N:23]2[C:24]([C:25]([F:26])([F:27])[F:28])=[O:29].[Cu:30]([C:31]#[N:32])[C:33]#[N:34].[I-:36].[K+:35].[O:37]=[CH:38][N:39]([CH3:40])[CH3:41]>>[c:2]1([C:31]#[N:32])[cH:3][cH:4][c:5]2[c:14]([cH:15]1)[O:13][c:12]1[c:7]([cH:8][cH:9][cH:10][cH:11]1)[CH:6]2[CH:16]1[CH2:17][CH:18]2[CH2:19][CH2:20][CH:21]([CH2:22]1)[N:23]2[C:24]([C:25]([F:26])([F:27])[F:28])=[O:29].